From a dataset of the Open Reaction Database (ORD), a public repository of structured organic reaction records. describe an organic reaction: reactants, conditions, products, and yield The reactants are CC(=O)c1ccc(OCc2ccccc2)c(OCC(=O)OC(C)(C)C)c1, CCO. The product is CC(=O)c1ccc(O)c(OCC(=O)OC(C)(C)C)c1. Reaction SMILES: [C:1]([CH3:2])(=[O:3])[c:4]1[cH:5][cH:6][c:7]([O:19][CH2:20][c:21]2[cH:22][cH:23][cH:24][cH:25][cH:26]2)[c:8]([O:9][CH2:10][C:11](=[O:12])[O:13][C:14]([CH3:15])([CH3:16])[CH3:17])[cH:18]1.[CH3:27][CH2:28][OH:29]>>[C:1]([CH3:2])(=[O:3])[c:4]1[cH:5][cH:6][c:7]([OH:19])[c:8]([O:9][CH2:10][C:11](=[O:12])[O:13][C:14]([CH3:15])([CH3:16])[CH3:17])[cH:18]1.